This data is from the Open Reaction Database (ORD), a public repository of structured organic reaction records. The task is: describe an organic reaction: reactants, conditions, products, and yield The reactants are C([O-])([O-])=O.[K+].[K+] (Potassium carbonate), BrCCCCCCCCCCCCCCCCCC (1-bromooctadecane), OCCC1NCCCC1 (2-(2-hydroxyethyl)piperidine). The solvent is CC(=O)C (acetone). Reaction conditions: temperature 40 celsius, time 18 hour. The product is C(CCCCCCCCCCCCCCCCC)N1C(CCCC1)CCO (2-(1-Octadecyl-2-piperidyl)ethan-1-ol). RXN SMILES: C(=O)([O-])[O-].[K+].[K+].Br[CH2:8][CH2:9][CH2:10][CH2:11][CH2:12][CH2:13][CH2:14][CH2:15][CH2:16][CH2:17][CH2:18][CH2:19][CH2:20][CH2:21][CH2:22][CH2:23][CH2:24][CH3:25].[OH:26][CH2:27][CH2:28][CH:29]1[CH2:34][CH2:33][CH2:32][CH2:31][NH:30]1>CC(C)=O>[CH2:8]([N:30]1[CH2:31][CH2:32][CH2:33][CH2:34][CH:29]1[CH2:28][CH2:27][OH:26])[CH2:9][CH2:10][CH2:11][CH2:12][CH2:13][CH2:14][CH2:15][CH2:16][CH2:17][CH2:18][CH2:19][CH2:20][CH2:21][CH2:22][CH2:23][CH2:24][CH3:25] |f:0.1.2|. Procedure: Potassium carbonate (2.312 g) and 1-bromooctadecane (2.80 ml) were added to a solution of 2-(2-hydroxyethyl)piperidine (1.057 g) in acetone. The solution was stirred for 18 hours at 40° C. and was further stirred for 23 hours at 60° C. After the insoluble matter was filtrated out under a vacuum, the filtrate was concentrated. The residue was diluted with chloroform, washed with saturated sodium hydrogencarbonate aqueous solution and saturated brine successively, dried over sodium sulfate anhydri...